Dataset: the Open Reaction Database (ORD), a public repository of structured organic reaction records. Task: describe an organic reaction: reactants, conditions, products, and yield Starting materials: CC(=O)C=1C(=CC=CC1O)O (2,6-dihydroxyacetophenone), ClC1=CC=C(C=C1)C(CBr)=O (p-chloro-ω-bromoacetophenone), C([O-])([O-])=O.[K+].[K+] (potassium carbonate). Run in CC(=O)C (acetone). Product: ClC1=CC=C(C(=O)C=2OC3=C(C2C)C(=CC=C3)O)C=C1 (2-(4-Chlorobenzoyl)-4-hydroxy-3-methyl-benzofuran). Isolated yield 17.4%. Reaction SMILES: [CH3:1][C:2]([C:4]1[C:5]([OH:11])=[CH:6][CH:7]=[CH:8][C:9]=1[OH:10])=O.[Cl:12][C:13]1[CH:18]=[CH:17][C:16]([C:19](=[O:22])[CH2:20]Br)=[CH:15][CH:14]=1.C(=O)([O-])[O-].[K+].[K+]>CC(C)=O>[Cl:12][C:13]1[CH:18]=[CH:17][C:16]([C:19]([C:20]2[O:10][C:9]3[CH:8]=[CH:7][CH:6]=[C:5]([OH:11])[C:4]=3[C:2]=2[CH3:1])=[O:22])=[CH:15][CH:14]=1 |f:2.3.4|. Procedure details: A mixture of 2,6-dihydroxyacetophenone (4.5 g, 30 mmoles), p-chloro-ω-bromoacetophenone (6.9 g, 30 mmoles), potassium carbonate (4.1 g, 30 mmoles) and acetone (100 ml) was refluxed for 7 hours. The mixture was filtered and concentrated. The residue was partitioned between methylene chloride (250 ml) and in sodium hydroxide solution (100 ml). The aqueous phase was separated and acidified with 20% citric acid solution. The precipitated product was filtered and chromatographed to obtain 1.5 g of th... Reactants: Cc1ccc(-c2cccc(C(=O)CC(=O)Nc3cc(C(F)(F)F)ccc3NC(=O)OC(C)(C)C)c2)cn1, ClCCl, O=C(O)C(F)(F)F. Product: Cc1ccc(-c2cccc(C3=Nc4ccc(C(F)(F)F)cc4NC(=O)C3)c2)cn1. RXN SMILES: [C:1]([O:2][C:3](=[O:4])[NH:7][c:8]1[c:9]([NH:18][C:19]([CH2:20][C:21](=[O:5])[c:23]2[cH:24][c:25](-[c:29]3[cH:30][n:31][c:32]([CH3:35])[cH:33][cH:34]3)[cH:26][cH:27][cH:28]2)=[O:36])[cH:10][c:11]([C:14]([F:15])([F:16])[F:17])[cH:12][cH:13]1)([CH3:6])([CH3:22])[CH3:37].[Cl:45][CH2:46][Cl:47].[F:38][C:39]([F:40])([F:41])[C:42]([OH:43])=[O:44]>>[N:7]1=[C:21]([c:23]2[cH:24][c:25](-[c:29]3[cH:30][n:31][c:32]([CH3:35])[cH:33][cH:34]3)[cH:26][cH:27][cH:28]2)[CH2:20][C:19](=[O:36])[NH:18][c:9]2[c:8]1[cH:13][cH:12][c:11]([C:14]([F:15])([F:16])[F:17])[cH:10]2.